From a dataset of the Open Reaction Database (ORD), a public repository of structured organic reaction records. describe an organic reaction: reactants, conditions, products, and yield Starting materials: ClC1=C(CN2C3=C(N=C4C(C2=O)CCC4)C=CC=C3)C=CC(=C1)Cl (9-(2,4-dichlorobenzyl)-2,3,9,10a-tetrahydrobenzo [b]cyclopenta[e][1,4]diazepin-10(1H)-one), Cl.C(C)O (HCl ethanol), O (water), [BH4-].[Li+].[Na+].[BH4-] (sodium lithium borohydride). Run in ClCCl (dichloromethane). Run at time 20 minute. Yields the product ClC1=C(CN2C3=C(NC4C(C2=O)CCC4)C=CC=C3)C=CC(=C1)Cl (9-(2,4-dichlorobenzyl)-2,3,3a,4,9,10a-hexahydrobenzo [b]cyclopenta[e][1,4]diazepin-10(1H)-one). The yield is 81.9%. RXN SMILES: [Cl:1][C:2]1[CH:23]=[C:22]([Cl:24])[CH:21]=[CH:20][C:3]=1[CH2:4][N:5]1[C:11](=[O:12])[CH:10]2[CH2:13][CH2:14][CH2:15][C:9]2=[N:8][C:7]2[CH:16]=[CH:17][CH:18]=[CH:19][C:6]1=2.Cl.C(O)C.[BH4-].[Li+].[Na+].[BH4-].O>ClCCl>[Cl:1][C:2]1[CH:23]=[C:22]([Cl:24])[CH:21]=[CH:20][C:3]=1[CH2:4][N:5]1[C:11](=[O:12])[CH:10]2[CH2:13][CH2:14][CH2:15][CH:9]2[NH:8][C:7]2[CH:16]=[CH:17][CH:18]=[CH:19][C:6]1=2 |f:1.2,3.4.5.6|. Reported procedure: To a solution of 9-(2,4-dichlorobenzyl)-2,3,9,10a-tetrahydrobenzo [b]cyclopenta[e][1,4]diazepin-10(1H)-one (0.9 g, 2.5 mmol) in dichloromethane (3 mL) was added 2.5N HCl-ethanol solution (1.5 mL), and the mixture was immediately concentrated under reduced pressure. The concentrate was dissolved in methanol (10 mL), to which was added sodium lithium borohydride (250 mg, 6.6 mmol). The mixture was stirred for 20 minutes at room temperature. To the reaction mixture was added water, which was subjec... The solvent is C(C)(=O)OCC (ethyl acetate), C1CCOC1 (THF), C1CCOC1 (THF). As a reaction SMILES: Br[C:2]([F:9])([F:8])[C:3]([O:5]CC)=[O:4].[CH3:10][C:11]1[CH:18]=[CH:17][CH:16]=[CH:15][C:12]=1[CH:13]=[O:14]>C1COCC1.C(OCC)(=O)C.[Zn]>[F:9][C:2]([F:8])([CH:13]([OH:14])[C:12]1[CH:15]=[CH:16][CH:17]=[CH:18][C:11]=1[CH3:10])[C:3]([OH:5])=[O:4]. Starting materials: BrC(C(=O)OCC)(F)F (ethyl bromodifluoroacetate), CC1=C(C=O)C=CC=C1 (2-methylbenzaldehyde). Yield: 44.5%. Procedure: A solution of ethyl bromodifluoroacetate (5.6 g) and 2-methylbenzaldehyde (3 g) in THF (25 mL) is added dropwise to a refluxing suspension of activated zinc dust (2.1 g) in THF (25 mL) and refluxing continued for a further 4 hours. The reaction is allowed to cool to ambient temperature, filtered through hyflo and concentrated in vacuo to give a yellow solid. The solid is taken up in ethyl acetate (50 mL) and washed with brine which leads to the formation of a white precipitate which is filtered ... Product: FC(C(=O)O)(C(C1=C(C=CC=C1)C)O)F ((RS)-2,2-difluoro-3-hydroxy-3-(2-methylphenyl)propanoic acid). Conditions: time 4 hour. The reagents and catalysts are [Zn] (zinc). Reactants: C(#N)C1=CC=C(C[C@@]2(C(N(C=3N2C(=CN3)S(=O)(=O)N3[C@@H](CCC3)C(=O)N)C3=CC(=CC(=C3)Cl)Cl)=O)C)C=C1 ((S)-1-[(R)-5-(4-Cyano-benzyl)-7-(3,5-dichloro-phenyl)-5-methyl-6-oxo-6,7-dihydro-5H-imidazo[1,2-a]imidazole-3-sulfonyl]-pyrrolidine-2-carboxylic acid amide), C(C)(=O)OC(C)=O (acetic anhydride). Conditions: temperature 100 celsius. The product is C(C)(=O)NC(=O)[C@H]1N(CCC1)S(=O)(=O)C1=CN=C2N1[C@](C(N2C2=CC(=CC(=C2)Cl)Cl)=O)(C)CC2=CC=C(C=C2)C#N ((S)-1-[(R)-5-(4-cyano-benzyl)-7-(3,5-dichloro-phenyl)-5-methyl-6-oxo-6,7-dihydro-5H-imidazo[1,2-a]imidazole-3-sulfonyl]-pyrrolidine-2-carboxylic acid acetyl-amide). Reaction SMILES: [C:1]([C:3]1[CH:38]=[CH:37][C:6]([CH2:7][C@@:8]2([CH3:36])[N:12]3[C:13]([S:16]([N:19]4[CH2:23][CH2:22][CH2:21][C@H:20]4[C:24]([NH2:26])=[O:25])(=[O:18])=[O:17])=[CH:14][N:15]=[C:11]3[N:10]([C:27]3[CH:32]=[C:31]([Cl:33])[CH:30]=[C:29]([Cl:34])[CH:28]=3)[C:9]2=[O:35])=[CH:5][CH:4]=1)#[N:2].[C:39](OC(=O)C)(=[O:41])[CH3:40]>>[C:39]([NH:26][C:24]([C@@H:20]1[CH2:21][CH2:22][CH2:23][N:19]1[S:16]([C:13]1[N:12]2[C@@:8]([CH2:7][C:6]3[CH:37]=[CH:38][C:3]([C:1]#[N:2])=[CH:4][CH:5]=3)([CH3:36])[C:9](=[O:35])[N:10]([C:27]3[CH:28]=[C:29]([Cl:34])[CH:30]=[C:31]([Cl:33])[CH:32]=3)[C:11]2=[N:15][CH:14]=1)(=[O:18])=[O:17])=[O:25])(=[O:41])[CH3:40]. Procedure details: (S)-1-[(R)-5-(4-Cyano-benzyl)-7-(3,5-dichloro-phenyl)-5-methyl-6-oxo-6,7-dihydro-5H-imidazo[1,2-a]imidazole-3-sulfonyl]-pyrrolidine-2-carboxylic acid amide (98 mg, 0.17 mmol) was dissolved in acetic anhydride (3 mL, 0.05 M). The reaction was heated to 100° C. for 18 h. The mixture was concentrated, toluene added, and the mixture concentrated again. The residue was chromatographed over silica with a solvent system of 10% MeOH in methylene chloride to provide 19 mg of the title compound as a white... The reactants are C#C[Si](C)(C)C, CCOC(=O)c1cn2cc(I)ccc2n1. RXN SMILES: [C:16](#[CH:17])[Si:18]([CH3:19])([CH3:20])[CH3:21].[I:1][c:2]1[cH:3][cH:4][c:5]2[n:6]([cH:7]1)[cH:8][c:9]([C:11](=[O:12])[O:13][CH2:14][CH3:15])[n:10]2>>[c:2]1([C:17]#[C:16][Si:18]([CH3:19])([CH3:20])[CH3:21])[cH:3][cH:4][c:5]2[n:6]([cH:7]1)[cH:8][c:9]([C:11](=[O:12])[O:13][CH2:14][CH3:15])[n:10]2. The product is CCOC(=O)c1cn2cc(C#C[Si](C)(C)C)ccc2n1. The reactants are CC(C1=Cc2ccccc2C(c2ccc(Cl)c(Cl)c2)C1)N(C(=O)[O-])C(C)(C)C, ClCCl, O=C(O)C(F)(F)F. The product is CC(N)C1=Cc2ccccc2C(c2ccc(Cl)c(Cl)c2)C1. As a reaction SMILES: [C:1]([N:5]([C:2](=[O:3])[O-:4])[CH:9]([CH3:10])[C:11]1=[CH:12][c:13]2[cH:14][cH:15][cH:16][cH:17][c:18]2[CH:19]([c:21]2[cH:22][c:23]([Cl:28])[c:24]([Cl:27])[cH:25][cH:26]2)[CH2:20]1)([CH3:6])([CH3:7])[CH3:8].[Cl:36][CH2:37][Cl:38].[F:29][C:30]([F:31])([F:32])[C:33]([OH:34])=[O:35]>>[NH2:5][CH:9]([CH3:10])[C:11]1=[CH:12][c:13]2[cH:14][cH:15][cH:16][cH:17][c:18]2[CH:19]([c:21]2[cH:22][c:23]([Cl:28])[c:24]([Cl:27])[cH:25][cH:26]2)[CH2:20]1. The reactants are C1CCNCC1, ClCCl, CN(CCCNC(=O)OCC1c2ccccc2-c2ccccc21)C(=O)CCN1CCC(OC(=O)Nc2ccccc2-c2ccccc2)CC1. Product: CN(CCCN)C(=O)CCN1CCC(OC(=O)Nc2ccccc2-c2ccccc2)CC1. As a reaction SMILES: [CH2:50]1[CH2:51][CH2:52][NH:53][CH2:54][CH2:55]1.[Cl:56][CH2:57][Cl:58].[cH:1]1[c:2]2[c:14]([cH:15][cH:16][cH:17]1)-[c:9]1[c:8]([cH:13][cH:12][cH:11][cH:10]1)[CH:3]2[CH2:4][O:5][C:6](=[O:7])[NH:18][CH2:19][CH2:20][CH2:21][N:22]([C:23](=[O:24])[CH2:25][CH2:26][N:27]1[CH2:28][CH2:29][CH:30]([O:33][C:34]([NH:35][c:36]2[c:37](-[c:42]3[cH:43][cH:44][cH:45][cH:46][cH:47]3)[cH:38][cH:39][cH:40][cH:41]2)=[O:48])[CH2:31][CH2:32]1)[CH3:49]>>[NH2:18][CH2:19][CH2:20][CH2:21][N:22]([C:23](=[O:24])[CH2:25][CH2:26][N:27]1[CH2:28][CH2:29][CH:30]([O:33][C:34]([NH:35][c:36]2[c:37](-[c:42]3[cH:43][cH:44][cH:45][cH:46][cH:47]3)[cH:38][cH:39][cH:40][cH:41]2)=[O:48])[CH2:31][CH2:32]1)[CH3:49].